Dataset: the Open Reaction Database (ORD), a public repository of structured organic reaction records. Task: describe an organic reaction: reactants, conditions, products, and yield The reactants are FC(C1=NC=CC(=N1)OC1=CC=C(N)C=C1)(F)F (4-{[2-(trifluoromethyl)pyrimidin-4-yl]oxy}aniline), [OH-].[Na+] (sodium hydroxide), ClC1=NC(=NC(=C1)C1=CC=CC=C1)N (4-chloro-6-phenylpyrimidin-2-amine), C(C)(C)O (isopropanol). The solvent is O (water). Reaction conditions: time 20 minute. The product is C1(=CC=CC=C1)C1=CC(=NC(=N1)N)NC1=CC=C(C=C1)OC1=NC(=NC=C1)C(F)(F)F (6-phenyl-N4-(4-{[2-(trifluoromethyl)pyrimidin-4-yl]oxy}phenyl)pyrimidine-2,4-diamine). The yield is 72.5%. Reaction SMILES: [F:1][C:2]([F:18])([F:17])[C:3]1[N:8]=[C:7]([O:9][C:10]2[CH:16]=[CH:15][C:13]([NH2:14])=[CH:12][CH:11]=2)[CH:6]=[CH:5][N:4]=1.Cl[C:20]1[CH:25]=[C:24]([C:26]2[CH:31]=[CH:30][CH:29]=[CH:28][CH:27]=2)[N:23]=[C:22]([NH2:32])[N:21]=1.C(O)(C)C.[OH-].[Na+]>O>[C:26]1([C:24]2[N:23]=[C:22]([NH2:32])[N:21]=[C:20]([NH:14][C:13]3[CH:15]=[CH:16][C:10]([O:9][C:7]4[CH:6]=[CH:5][N:4]=[C:3]([C:2]([F:1])([F:17])[F:18])[N:8]=4)=[CH:11][CH:12]=3)[CH:25]=2)[CH:27]=[CH:28][CH:29]=[CH:30][CH:31]=1 |f:3.4|. Procedure details: 4-{[2-(trifluoromethyl)pyrimidin-4-yl]oxy}aniline (1.0 g, 3.9 mmol) and 4-chloro-6-phenylpyrimidin-2-amine (806 mg, 3.9 mmol) were suspended in water (39 mL) and isopropanol (13 mL) and the mixture was heated at 95° C. for 17 h. After cooling to rt, the mixture was neutralized with 1 N aqueous sodium hydroxide and stirred for 20 min. The precipitate were collected by filtration to afford 6-phenyl-N4-(4-{[2-(trifluoromethyl)pyrimidin-4-yl]oxy}phenyl)pyrimidine-2,4-diamine (1.2 g, 72%) as a yellow... The reactants are C(C1=CC=CC=C1)OC1=CC=C(CCNC2=CC=C(C(=O)OCC)C=C2)C=C1 (Ethyl p-[(p-Benzyloxyphenethyl)amino]benzoate), Cl (hydrochloric acid), [OH-].[K+] (potassium hydroxide), C(C)O.O (ethanol water). Solvent: O (water). The product is C(C1=CC=CC=C1)OC1=CC=C(CCNC2=CC=C(C(=O)O)C=C2)C=C1 (p-[(p-Benzyloxyphenethyl)amino]benzoic Acid). RXN SMILES: [CH2:1]([O:8][C:9]1[CH:28]=[CH:27][C:12]([CH2:13][CH2:14][NH:15][C:16]2[CH:26]=[CH:25][C:19]([C:20]([O:22]CC)=[O:21])=[CH:18][CH:17]=2)=[CH:11][CH:10]=1)[C:2]1[CH:7]=[CH:6][CH:5]=[CH:4][CH:3]=1.[OH-].[K+].C(O)C.O.Cl>O>[CH2:1]([O:8][C:9]1[CH:28]=[CH:27][C:12]([CH2:13][CH2:14][NH:15][C:16]2[CH:17]=[CH:18][C:19]([C:20]([OH:22])=[O:21])=[CH:25][CH:26]=2)=[CH:11][CH:10]=1)[C:2]1[CH:3]=[CH:4][CH:5]=[CH:6][CH:7]=1 |f:1.2,3.4|. Procedure details: A mixture of 6.0 g. of ethyl p-[(p-benzyloxyphenethyl)amino]benzoate (prepared as described in Example 18) 6.0 g. of potassium hydroxide and 100 ml. of ethanol-water (9:1) is refluxed for 3.5 hours. The mixture is acidified while hot with concentrated hydrochloric acid, diluted with water, filtered and the solid washed with water to give tan crystals, m.p. 180°-185° C. Recrystallization from glacial acetic acid gives tan crystals, m.p. 187°-189° C.